From a dataset of the Open Reaction Database (ORD), a public repository of structured organic reaction records. describe an organic reaction: reactants, conditions, products, and yield The reactants are COC([C@@H](NC([C@H]1NC(CC1)=O)=O)CS)=O (N-(5-oxo-L-prolyl)-L-cysteine methyl ester), COC=1C=CC(=CC1)P2(=S)SP(=S)(S2)C=3C=CC(=CC3)OC (Lawesson's reagent), [OH-].[Na+] (sodium hydroxide). Product: S=C1CC[C@H](N1)C(=O)N[C@@H](CS)C(=O)O (N-(5-thioxo-L-prolyl)-L-cysteine). RXN SMILES: C[O:2][C:3](=[O:16])[C@H:4]([CH2:14][SH:15])[NH:5][C:6](=[O:13])[C@@H:7]1[CH2:11][CH2:10][C:9](=O)[NH:8]1.COC1C=CC(P2(SP(C3C=CC(OC)=CC=3)(=S)S2)=[S:26])=CC=1.[OH-].[Na+]>>[S:26]=[C:9]1[NH:8][C@H:7]([C:6]([NH:5][C@H:4]([C:3]([OH:2])=[O:16])[CH2:14][SH:15])=[O:13])[CH2:11][CH2:10]1 |f:2.3|. Reported procedure: Thionation of N-(5-oxo-L-prolyl)-L-cysteine methyl ester with the Lawesson's reagent and the subsequent alkali hydrolysis with two sodium hydroxide equivalents in aqueous solution yields N-(5-thioxo-L-prolyl)-L-cysteine.